From a dataset of the Open Reaction Database (ORD), a public repository of structured organic reaction records. describe an organic reaction: reactants, conditions, products, and yield The reactants are CC(C)(C)OC(=O)N1CCC(OS(C)(=O)=O)CC1, [N-]=[N+]=[N-], [Na+], CN(C)C=O, O. The product is CC(C)(C)OC(=O)N1CCC(N=[N+]=[N-])CC1. As a reaction SMILES: [C:1]([CH3:2])([CH3:3])([CH3:4])[O:5][C:6](=[O:7])[N:8]1[CH2:9][CH2:10][CH:11]([O:14][S:15]([CH3:16])(=[O:17])=[O:18])[CH2:12][CH2:13]1.[N-:20]=[N+:21]=[N-:22].[Na+:19].[O:24]=[CH:25][N:26]([CH3:27])[CH3:28].[OH2:23]>>[C:1]([CH3:2])([CH3:3])([CH3:4])[O:5][C:6](=[O:7])[N:8]1[CH2:9][CH2:10][CH:11]([N:20]=[N+:21]=[N-:22])[CH2:12][CH2:13]1.